Dataset: the Open Reaction Database (ORD), a public repository of structured organic reaction records. Task: describe an organic reaction: reactants, conditions, products, and yield Reactants: CCOC(=O)C1(CCOC)CCN(S(=O)(=O)c2ccccc2Cl)CC1, C[Al+]C, Cc1ccccc1, [Cl-], NCc1cccc(Cl)c1. Yields the product O=C1N(Cc2cccc(Cl)c2)CCC12CCN(S(=O)(=O)c1ccccc1Cl)CC2. As a reaction SMILES: [CH2:1]([O:2][C:4](=[O:5])[C:6]1([CH2:22][CH2:23][O:3][CH3:24])[CH2:7][CH2:8][N:9]([S:12](=[O:13])(=[O:14])[c:15]2[c:16]([Cl:21])[cH:17][cH:18][cH:19][cH:20]2)[CH2:10][CH2:11]1)[CH3:25].[CH3:27][Al+:28][CH3:29].[CH3:39][c:40]1[cH:41][cH:42][cH:43][cH:44][cH:45]1.[Cl-:26].[Cl:30][c:31]1[cH:32][c:33]([CH2:34][NH2:35])[cH:36][cH:37][cH:38]1>>[C:4]1(=[O:5])[C:6]2([CH2:7][CH2:8][N:9]([S:12](=[O:13])(=[O:14])[c:15]3[c:16]([Cl:21])[cH:17][cH:18][cH:19][cH:20]3)[CH2:10][CH2:11]2)[CH2:22][CH2:23][N:35]1[CH2:34][c:33]1[cH:32][c:31]([Cl:30])[cH:38][cH:37][cH:36]1.